Dataset: the Open Reaction Database (ORD), a public repository of structured organic reaction records. Task: describe an organic reaction: reactants, conditions, products, and yield Procedure details: Prepared according to the procedure for N-[(1S,2S)-2-aminocyclopentyl]-2-chlorobenzamide hydrochloride (Intermediate 19) from tert-butyl N-[(1S,2S)-2-aminocyclopentyl]carbamate (CAS number 586961-34-4; 500 mg, 2.50 mmol), 2-fluoro-6-methoxybenzoic acid (CAS number 137654-21-8; 637 mg, 3.74 mmol) and 1,3,5,2,4,6-trioxatriphosphorinane, 2,4,6-tripropyl-, 2,4,6-trioxide (CAS number 68957-94-8; 50% in ethyl acetate, 2.2 ml, 3.74 mmol). Subsequent deprotection with HCl afforded the title compound. Reactants: FC1=C(C(=O)O)C(=CC=C1)OC (2-fluoro-6-methoxybenzoic acid), N[C@@H]1[C@H](CCC1)NC(OC(C)(C)C)=O (tert-butyl N-[(1S,2S)-2-aminocyclopentyl]carbamate), 2,4,6-trioxide, Cl.N[C@@H]1[C@H](CCC1)NC(C1=C(C=CC=C1)Cl)=O (N-[(1S,2S)-2-aminocyclopentyl]-2-chlorobenzamide hydrochloride), Cl.N[C@@H]1[C@H](CCC1)NC(C1=C(C=CC=C1)Cl)=O (N-[(1S,2S)-2-aminocyclopentyl]-2-chlorobenzamide hydrochloride), O1POPOP1 (1,3,5,2,4,6-trioxatriphosphorinane). Product: Cl (HCl), Cl.N[C@@H]1[C@H](CCC1)NC(C1=C(C=CC=C1OC)F)=O (N-[(1S,2S)-2-Aminocyclopentyl]-2-fluoro-6-methoxybenzamide hydrochloride). RXN SMILES: [ClH:1].N[C@H]1CCC[C@@H]1NC(=O)C1C=CC=CC=1[Cl:16].[NH2:18][C@H:19]1[CH2:23][CH2:22][CH2:21][C@@H:20]1[NH:24][C:25](=[O:31])OC(C)(C)C.[F:32][C:33]1[CH:41]=[CH:40][CH:39]=[C:38]([O:42][CH3:43])[C:34]=1C(O)=O.O1POPOP1>>[ClH:16].[ClH:1].[NH2:18][C@H:19]1[CH2:23][CH2:22][CH2:21][C@@H:20]1[NH:24][C:25](=[O:31])[C:34]1[C:38]([O:42][CH3:43])=[CH:39][CH:40]=[CH:41][C:33]=1[F:32] |f:0.1,6.7|. The reactants are C(C1=CC=CC=C1)(=O)C1=CC=CC=C1 (Benzophenone), NO (Hydroxylamine). The solvent is CO (methanol). Run at temperature 5 celsius. The product is C(C1=CC=CC=C1)(C1=CC=CC=C1)=NO (Benzophenone Oxime). RXN SMILES: [C:1]([C:9]1[CH:14]=[CH:13][CH:12]=[CH:11][CH:10]=1)(=O)[C:2]1[CH:7]=[CH:6][CH:5]=[CH:4][CH:3]=1.[NH2:15][OH:16]>CO>[C:1](=[N:15][OH:16])([C:9]1[CH:14]=[CH:13][CH:12]=[CH:11][CH:10]=1)[C:2]1[CH:7]=[CH:6][CH:5]=[CH:4][CH:3]=1. Procedure: A 500 mL 3-neck flask was fitted with thermometer, dropping funnel and nitrogen blanket. Benzophenone (36.5 g; 0.2 mol) in absolute methanol (100 mL) was placed in the flask and cooled in an ice bath (5° C.) with stirring using a magnetic stirring bar. Hydroxylamine solution (133 mL) was slowly added and after completion of addition (15 minutes), the mixture was heated at reflux (65° C.). pH 8.6. After a total of 18 hours of heating under reflux, it was cooled and transferred to a 500 mL round b... Yields the product O=C(c1cccnc1Cl)c1[nH]ccc1-c1ccccc1. As a reaction SMILES: [Al+3:2].[CH3:29][CH2:30][O:31][C:32](=[O:33])[CH3:34].[Cl-:1].[Cl-:3].[Cl-:4].[Cl:16][c:17]1[c:18]([C:19](=[O:20])[Cl:21])[cH:22][cH:23][cH:24][n:25]1.[Cl:26][CH2:27][Cl:28].[c:5]1(-[c:11]2[cH:12][nH:13][cH:14][cH:15]2)[cH:6][cH:7][cH:8][cH:9][cH:10]1>>[c:5]1(-[c:11]2[c:12]([C:19]([c:18]3[c:17]([Cl:16])[n:25][cH:24][cH:23][cH:22]3)=[O:20])[nH:13][cH:14][cH:15]2)[cH:6][cH:7][cH:8][cH:9][cH:10]1. Starting materials: [Al+3], CCOC(C)=O, [Cl-], [Cl-], [Cl-], O=C(Cl)c1cccnc1Cl, ClCCl, c1ccc(-c2cc[nH]c2)cc1. Starting materials: FC(C(=O)O)(F)F (Trifluoroacetic acid), C(C)(C)(C)OC(C1=CC(=CC=C1)OC1=NN=C(N1CC)[C@@H](C)NS(=O)(=O)C1=CC(=C(C=C1)Cl)Cl)=O (3-[5-[(R)-1-(3,4-Dichlorobenzenesulfonylamino)-ethyl]-4-ethyl-4H-[1,2,4]triazol-3-yloxy]benzoic acid t-butyl ester). Solvent: C(Cl)(Cl)Cl (chloroform). Conditions: time 5 day. Product: ClC=1C=C(C=CC1Cl)S(=O)(=O)N[C@H](C)C=1N(C(=NN1)OC=1C=C(C(=O)O)C=CC1)CC (3-[5-[(R)-1-(3,4-Dichlorobenzenesulfonylamino)-ethyl]-4-ethyl-4H-[1,2,4]triazol-3-yloxy]-benzoic acid). The yield is 43.3%. RXN SMILES: FC(F)(F)C(O)=O.C([O:12][C:13](=[O:42])[C:14]1[CH:19]=[CH:18][CH:17]=[C:16]([O:20][C:21]2[N:25]([CH2:26][CH3:27])[C:24]([C@H:28]([NH:30][S:31]([C:34]3[CH:39]=[CH:38][C:37]([Cl:40])=[C:36]([Cl:41])[CH:35]=3)(=[O:33])=[O:32])[CH3:29])=[N:23][N:22]=2)[CH:15]=1)(C)(C)C>C(Cl)(Cl)Cl>[Cl:41][C:36]1[CH:35]=[C:34]([S:31]([NH:30][C@@H:28]([C:24]2[N:25]([CH2:26][CH3:27])[C:21]([O:20][C:16]3[CH:15]=[C:14]([CH:19]=[CH:18][CH:17]=3)[C:13]([OH:42])=[O:12])=[N:22][N:23]=2)[CH3:29])(=[O:33])=[O:32])[CH:39]=[CH:38][C:37]=1[Cl:40]. Reported procedure: Trifluoroacetic acid (0.12 ml) was added to a solution of the compound (260 mg) of Example 18 in chloroform (12.0 ml), and the mixture was stirred at room temperature for five days. The mixture was evaporated to remove the solvent, and the resulting crude product was purified by column chromatography (neutral OH SiO2, ethyl acetate/hexane=50-99%, methanol/chloroform=0-20%) and then recrystallized (methanol/chloroform/hexane) to give the titled compound (Compound 113) (101 mg, colorless powder). Starting materials: C(C)(C)(C)OC(=O)N1CC2=C(CC1)SC(=C2)C=O (5-(tert-Butoxycarbonyl)-4,5,6,7-tetrahydrothieno[3,2-c]pyridine-2-carbalde-hyde), N1CCCCC1 (piperidine), [BH-](OC(=O)C)(OC(=O)C)OC(=O)C.[Na+] (NaBH(OAc)3), C(C)(=O)O (acetic acid). The solvent is C1CCOC1 (THF). Run at time 24 hour. Yields the product N1(CCCCC1)CC1=CC=2CN(CCC2S1)C(=O)OC(C)(C)C (tert-Butyl 2-(piperidin-1-ylmethyl)-6,7-dihydrothieno[3,2-c]pyridine-5(4H)-carboxylate). RXN SMILES: [C:1]([O:5][C:6]([N:8]1[CH2:13][CH2:12][C:11]2[S:14][C:15]([CH:17]=O)=[CH:16][C:10]=2[CH2:9]1)=[O:7])([CH3:4])([CH3:3])[CH3:2].[NH:19]1[CH2:24][CH2:23][CH2:22][CH2:21][CH2:20]1.[BH-](OC(C)=O)(OC(C)=O)OC(C)=O.[Na+].C(O)(=O)C>C1COCC1>[N:19]1([CH2:17][C:15]2[S:14][C:11]3[CH2:12][CH2:13][N:8]([C:6]([O:5][C:1]([CH3:4])([CH3:3])[CH3:2])=[O:7])[CH2:9][C:10]=3[CH:16]=2)[CH2:24][CH2:23][CH2:22][CH2:21][CH2:20]1 |f:2.3|. Procedure details: 5-(tert-Butoxycarbonyl)-4,5,6,7-tetrahydrothieno[3,2-c]pyridine-2-carbalde-hyde (440 mg, 1.65 mmol) and piperidine (0.18 ml, 1.81 mmol) were dissolved in THF (10 ml), and NaBH(OAc)3 (523 mg, 2.47 mmol) and glacial acetic acid (94 μl, 1.65 mmol) were added. This mixture was stirred under a nitrogen atmosphere at room temperature for 24 hours. The solvent was then distilled off in vacuo and the residue was taken up in ethyl acetate (25 ml). The solution obtained was washed with NaHCO3 solution and... The reactants are FC(S(=O)(=O)OCC(F)(F)F)(F)F (2,2,2-trifluoroethyl trifluoromethanesulfonate), COC=1C=C(C=CC1OC)C1=CC2=C(C(=N1)O[C@H](C)[C@@H]1CC(NC1)=O)NC=N2 ((R)-4-((R)-1-(6-(3,4-dimethoxyphenyl)-3H-imidazo[4,5-c]pyridin-4-yloxy)ethyl)pyrrolidin-2-one), C([O-])([O-])=O.[Cs+].[Cs+] (cesium carbonate). Run in CN(C)C=O (DMF), C(C)(=O)OCC (ethyl acetate). Run at time 1 hour. Product: COC=1C=C(C=CC1OC)C1=CC2=C(C(=N1)O[C@H](C)[C@@H]1CC(NC1)=O)N(C=N2)CC(F)(F)F ((R)-4-((R)-1-(6-(3,4-dimethoxyphenyl)-3-(2,2,2-trifluoroethyl)-3H-imidazo[4,5-c]pyridin-4-yloxy)ethyl)pyrrolidin-2-one), COC=1C=C(C=CC1OC)C1=CC2=C(C(=N1)O[C@H](C)[C@@H]1CC(NC1)=O)N=CN2CC(F)(F)F ((R)-4-((R)-1-(6-(3,4-dimethoxyphenyl)-1-(2,2,2-trifluoroethyl)-1H-imidazo[4,5-c]pyridin-4-yloxy)ethyl)pyrrolidin-2-one). Reaction SMILES: FC(F)(F)S(O[CH2:7][C:8]([F:11])([F:10])[F:9])(=O)=O.[CH3:14][O:15][C:16]1[CH:17]=[C:18]([C:24]2[N:29]=[C:28]([O:30][C@@H:31]([C@H:33]3[CH2:37][NH:36][C:35](=[O:38])[CH2:34]3)[CH3:32])[C:27]3[NH:39][CH:40]=[N:41][C:26]=3[CH:25]=2)[CH:19]=[CH:20][C:21]=1[O:22][CH3:23].C(=O)([O-])[O-].[Cs+].[Cs+]>CN(C=O)C.C(OCC)(=O)C>[CH3:14][O:15][C:16]1[CH:17]=[C:18]([C:24]2[N:29]=[C:28]([O:30][C@@H:31]([C@H:33]3[CH2:37][NH:36][C:35](=[O:38])[CH2:34]3)[CH3:32])[C:27]3[N:39]([CH2:7][C:8]([F:11])([F:10])[F:9])[CH:40]=[N:41][C:26]=3[CH:25]=2)[CH:19]=[CH:20][C:21]=1[O:22][CH3:23].[CH3:14][O:15][C:16]1[CH:17]=[C:18]([C:24]2[N:29]=[C:28]([O:30][C@@H:31]([C@H:33]3[CH2:37][NH:36][C:35](=[O:38])[CH2:34]3)[CH3:32])[C:27]3[N:39]=[CH:40][N:41]([CH2:7][C:8]([F:11])([F:10])[F:9])[C:26]=3[CH:25]=2)[CH:19]=[CH:20][C:21]=1[O:22][CH3:23] |f:2.3.4|. Reported procedure: 2,2,2-trifluoroethyl trifluoromethanesulfonate (13 mg, 0.056 mmol) was added to a solution of (R)-4-((R)-1-(6-(3,4-dimethoxyphenyl)-3H-imidazo[4,5-c]pyridin-4-yloxy)ethyl)pyrrolidin-2-one 3.09 (20 mg, 0.052 mmol) and cesium carbonate (43 mg, 0.132 mmol) in 5 mL of DMF at room temperature. After 1 h, reaction mixture was taken up in ethyl acetate (100 mL) and washed with saturated NaHCO3 (aq) (2×100 mL) and brine. The separated organic layers were dried (MgSO4), filtered, and concentrated under r... Starting materials: CCCN, CN(C)C=O, O=C1c2cc(F)ccc2-n2cnc(-c3noc(CCl)n3)c2C2CCN12. Yields the product CCCNCc1nc(-c2ncn3c2C2CCN2C(=O)c2cc(F)ccc2-3)no1. RXN SMILES: [CH3:26][CH2:27][CH2:28][NH2:29].[CH3:30][N:31]([CH3:32])[CH:33]=[O:34].[Cl:1][CH2:2][c:3]1[n:4][c:5](-[c:8]2[n:9][cH:10][n:11]3[c:12]2[CH:13]2[N:14]([C:15](=[O:23])[c:16]4[c:17]-3[cH:18][cH:19][c:20]([F:22])[cH:21]4)[CH2:24][CH2:25]2)[n:6][o:7]1>>[CH2:2]([c:3]1[n:4][c:5](-[c:8]2[n:9][cH:10][n:11]3[c:12]2[CH:13]2[N:14]([C:15](=[O:23])[c:16]4[c:17]-3[cH:18][cH:19][c:20]([F:22])[cH:21]4)[CH2:24][CH2:25]2)[n:6][o:7]1)[NH:29][CH2:28][CH2:27][CH3:26].